Dataset: the Open Reaction Database (ORD), a public repository of structured organic reaction records. Task: describe an organic reaction: reactants, conditions, products, and yield Starting materials: COC(=O)C(CN(CCC(=O)OCC)CC1=CC=CC=C1)C (N-[2-(Methoxycarbonyl)propyl]-N-[2-(ethoxycarbonyl)ethyl]phenylmethylamine), [H-].[Na+] (sodium hydride). Run in C1(=CC=CC=C1)C (toluene), C1(=CC=CC=C1)C (toluene). Conditions: temperature 90 celsius. The product is C1(=CC=CC=C1)CN1CC(C(C(C1)C(=O)OC)=O)C (1-phenylmethyl-3-methyl-5-methoxycarbonyl-4-piperidone). Isolated yield 94.3%. Reaction SMILES: CO[C:3]([CH:5]([CH3:22])[CH2:6][N:7]([CH2:15][C:16]1[CH:21]=[CH:20][CH:19]=[CH:18][CH:17]=1)[CH2:8][CH2:9][C:10]([O:12][CH2:13]C)=[O:11])=[O:4].[H-].[Na+]>C1(C)C=CC=CC=1>[C:16]1([CH2:15][N:7]2[CH2:8][CH:9]([C:10]([O:12][CH3:13])=[O:11])[C:3](=[O:4])[CH:5]([CH3:22])[CH2:6]2)[CH:17]=[CH:18][CH:19]=[CH:20][CH:21]=1 |f:1.2|. Procedure: N-[2-(Methoxycarbonyl)propyl]-N-[2-(ethoxycarbonyl)ethyl]phenylmethylamine (120.36g, 0.4 mole) from Example 2 in toluene (50 ml) was added slowly to a solution of 12 g (0.4 mole, 80% oil suspension) of sodium hydride in 300 ml of toluene. After the addition was complete, the temperature of the reaction solution was raised to 90° C. and maintained at this temperature overnight. After being cooled, the reaction solution was quenched with 200 ml of water, then extracted with ether to yield 98.54 g ...